Dataset: the Open Reaction Database (ORD), a public repository of structured organic reaction records. Task: describe an organic reaction: reactants, conditions, products, and yield Reactants: CO, CC1(C)Cc2cc(Cl)ccc2NC1c1cccc(C(=O)OCc2ccccc2)c1, [Na+], [OH-]. Product: CC1(C)Cc2cc(Cl)ccc2NC1c1cccc(C(=O)O)c1. As a reaction SMILES: [CH3:32][OH:33].[Cl:1][c:2]1[cH:3][c:4]2[c:9]([cH:10][cH:11]1)[NH:8][CH:7]([c:12]1[cH:13][c:14]([C:15](=[O:16])[O:17][CH2:18][c:19]3[cH:20][cH:21][cH:22][cH:23][cH:24]3)[cH:25][cH:26][cH:27]1)[C:6]([CH3:28])([CH3:29])[CH2:5]2.[Na+:31].[OH-:30]>>[Cl:1][c:2]1[cH:3][c:4]2[c:9]([cH:10][cH:11]1)[NH:8][CH:7]([c:12]1[cH:13][c:14]([C:15](=[O:16])[OH:17])[cH:25][cH:26][cH:27]1)[C:6]([CH3:28])([CH3:29])[CH2:5]2. The reactants are [OH-].C[N+]1=C(SC2=C1C=CC=C2)SCCCS(=O)(=O)O (3-methyl-2-(3-sulfopropylthio) benzothiazolium hydroxide), Cl.Cl.NC1=CC2=C(NN=N2)C=C1 (5-aminobenzotriazole di-hydrochloride), C(C)(=O)[O-].[Na+] (sodium acetate). Solvent: O (water), O (water). Conditions: temperature 50 celsius. The product is CN1CS(C2=C1C=CC=C2)=NC2=CC1=C(NN=N1)C=C2 (5-(3-Methylbenzothiazolinylidene)aminobenzotriazole). Isolated yield 98.7%. Reaction SMILES: [OH-].[CH3:2][N+:3]1[C:7]2[CH:8]=[CH:9][CH:10]=[CH:11][C:6]=2[S:5][C:4]=1SCCCS(O)(=O)=O.Cl.Cl.[NH2:22][C:23]1[CH:31]=[CH:30][C:26]2[NH:27][N:28]=[N:29][C:25]=2[CH:24]=1.C([O-])(=O)C.[Na+]>O>[CH3:2][N:3]1[C:7]2[CH:8]=[CH:9][CH:10]=[CH:11][C:6]=2[S:5](=[N:22][C:23]2[CH:31]=[CH:30][C:26]3[NH:27][N:28]=[N:29][C:25]=3[CH:24]=2)[CH2:4]1 |f:0.1,2.3.4,5.6|. Procedure details: 175 g of anhydrous 3-methyl-2-(3-sulfopropylthio) benzothiazolium hydroxide was added to a mixture of 100 g of 5-aminobenzotriazole di-hydrochloride, 120 g of sodium acetate and 1000 ml of water under heating at 50° C with stirring in a 2000 ml flask. After stirring for 1 hour at 85° C the mixture was cooled (15° C) with water. The precipitate formed was collected by filtration, washed with water and then with acetonitrile to yield 135 g of crystals. These crystals were dissolved by heating (90°... RXN SMILES: O1C2C=CC=CC=2OB1.[Br:10][C:11]1[C:12]([N:27]2[CH2:32][CH2:31][C:30]([O:34][CH3:35])([CH3:33])[CH2:29][CH2:28]2)=[C:13]([C:19](=[O:26])[C:20]([O:22][CH:23]([CH3:25])[CH3:24])=[O:21])[C:14]([CH3:18])=[N:15][C:16]=1[CH3:17].CB1N2CCC[C@@H]2C(C2C=CC=CC=2)(C2C=CC=CC=2)O1>C1(C)C=CC=CC=1>[Br:10][C:11]1[C:12]([N:27]2[CH2:32][CH2:31][C:30]([O:34][CH3:35])([CH3:33])[CH2:29][CH2:28]2)=[C:13]([C@H:19]([OH:26])[C:20]([O:22][CH:23]([CH3:25])[CH3:24])=[O:21])[C:14]([CH3:18])=[N:15][C:16]=1[CH3:17]. Procedure details: The 1.55 mL of benzo[d][1,3,2]dioxaborole (870 mg, 7.25 mmol) was added to a nitrogen purged solution of isopropyl 2-(5-bromo-4-(4-methoxy-4-methylpiperidin-1-yl)-2,6-dimethylpyridin-3-yl)-2-oxoacetate (1.55 g, 3.63 mmol) and 1.45 mL of (R)-1-methyl-3,3-diphenylhexahydropyrrolo[1,2-c][1,3,2]oxazaborole (402 mg, 1.45 mmol) in toluene (30 mL) at −60° C. and allowed to warm to −15° C. before being placed in the freezer overnight. The reaction was quenched with 1M Na2CO3, diluted with EtOAc, and sti... Starting materials: O1BOC2=C1C=CC=C2 (benzo[d][1,3,2]dioxaborole), BrC=1C(=C(C(=NC1C)C)C(C(=O)OC(C)C)=O)N1CCC(CC1)(C)OC (isopropyl 2-(5-bromo-4-(4-methoxy-4-methylpiperidin-1-yl)-2,6-dimethylpyridin-3-yl)-2-oxoacetate), CB1OC([C@@H]2N1CCC2)(C2=CC=CC=C2)C2=CC=CC=C2 ((R)-1-methyl-3,3-diphenylhexahydropyrrolo[1,2-c][1,3,2]oxazaborole). Yield: 95.0%. Solvent: C1(=CC=CC=C1)C (toluene). Product: BrC=1C(=C(C(=NC1C)C)[C@@H](C(=O)OC(C)C)O)N1CCC(CC1)(C)OC ((S)-isopropyl 2-(5-bromo-4-(4-methoxy-4-methylpiperidin-1-yl)-2,6-dimethylpyridin-3-yl)-2-hydroxyacetate). Conditions: temperature -15 celsius, time 30 minute. The reactants are C1(CC1)C(=O)N (cyclopropyl carboxamide), C(C)(C)(C)N (tert-butylamine), C1(CC1)C1=NC=C(N1C)C=O (2-cyclopropyl-3-methyl-3H-imidazole-4-carbaldehyde). Product: C(C)(C)(C)N1C(=NC=C1C=O)C1CC1 (3-tert-Butyl-2-cyclopropyl-3H-imidazole-4-carbaldehyde). Reaction SMILES: C1(C(N)=O)CC1.[C:7]([NH2:11])([CH3:10])([CH3:9])[CH3:8].[CH:12]1([C:15]2N(C)[C:18]([CH:21]=[O:22])=[CH:17][N:16]=2)[CH2:14][CH2:13]1>>[C:7]([N:11]1[C:18]([CH:21]=[O:22])=[CH:17][N:16]=[C:15]1[CH:12]1[CH2:14][CH2:13]1)([CH3:10])([CH3:9])[CH3:8]. Procedure: 3-tert-Butyl-2-cyclopropyl-3H-imidazole-4-carbaldehyde was prepared from cyclopropyl carboxamide and tert-butylamine in the same manner as 2-cyclopropyl-3-methyl-3H-imidazole-4-carbaldehyde (Example 46). The reactants are O=C([O-])[O-], c1ccc(COc2ccc3c(c2)C24CCCCC2C(C3)NCC4)cc1, BrCC1CC1, [Cl-], Cl, [K+], [K+], [Na+], CN(C)C=O. The product is c1ccc(COc2ccc3c(c2)C24CCCCC2C(C3)N(CC2CC2)CC4)cc1. Reaction SMILES: [C:27](=[O:28])([O-:29])[O-:30].[CH2:1]([c:2]1[cH:3][cH:4][cH:5][cH:6][cH:7]1)[O:8][c:9]1[cH:10][cH:11][c:12]2[c:21]([cH:22]1)[C:20]13[CH:15]([CH:14]([CH2:13]2)[NH:25][CH2:24][CH2:23]1)[CH2:16][CH2:17][CH2:18][CH2:19]3.[CH:33]1([CH2:36][Br:37])[CH2:34][CH2:35]1.[Cl-:38].[ClH:26].[K+:31].[K+:32].[Na+:39].[O:40]=[CH:41][N:42]([CH3:43])[CH3:44]>>[CH2:1]([c:2]1[cH:3][cH:4][cH:5][cH:6][cH:7]1)[O:8][c:9]1[cH:10][cH:11][c:12]2[c:21]([cH:22]1)[C:20]13[CH:15]([CH:14]([CH2:13]2)[N:25]([CH2:36][CH:33]2[CH2:34][CH2:35]2)[CH2:24][CH2:23]1)[CH2:16][CH2:17][CH2:18][CH2:19]3. The reactants are FC(C1=C2C=CNC2=CC=C1C#N)(F)F (4-(trifluoromethyl)-1H-indole-5-carbonitrile), BrCC=1OC(=CC1)C(F)(F)F (2-(bromomethyl)-5-(trifluoromethyl)furan). Product: FC(C1=C2C=CN(C2=CC=C1C#N)CC=1OC(=CC1)C(F)(F)F)(F)F (4-(Trifluoromethyl)-1-{[5-(trifluoromethyl)-2-furanyl]methyl}-1H-indole-5-carbonitrile). As a reaction SMILES: [F:1][C:2]([F:15])([F:14])[C:3]1[C:11]([C:12]#[N:13])=[CH:10][CH:9]=[C:8]2[C:4]=1[CH:5]=[CH:6][NH:7]2.Br[CH2:17][C:18]1[O:19][C:20]([C:23]([F:26])([F:25])[F:24])=[CH:21][CH:22]=1>>[F:15][C:2]([F:14])([F:1])[C:3]1[C:11]([C:12]#[N:13])=[CH:10][CH:9]=[C:8]2[C:4]=1[CH:5]=[CH:6][N:7]2[CH2:17][C:18]1[O:19][C:20]([C:23]([F:26])([F:25])[F:24])=[CH:21][CH:22]=1. Procedure: Synthesized as described in Example 23 using 4-(trifluoromethyl)-1H-indole-5-carbonitrile and 2-(bromomethyl)-5-(trifluoromethyl)furan: MS (ES) m/z 359 (M+1). The reactants are ClC\C=C/CCl (cis-1,4-dichlorobut-2-ene), CC(C)([O-])C.[K+] (potassium t-butoxide), C(C)OC(CC=1SC=CC1)=O (thiophen-2-yl acetic acid ethyl ester), solution, CC(C)([O-])C.[K+] (potassium t-butoxide). Solvent: C1CCOC1 (THF), C1CCOC1 (THF), C1CCOC1 (THF). Run at time 30 minute. Yields the product C(C)OC(=O)C1(CC=CC1)C=1SC=CC1 (1-thiophen-2-yl-cyclopent-3-ene carboxylic acid ethyl ester). Yield: 35.1%. Reaction SMILES: [CH2:1]([O:3][C:4](=[O:11])[CH2:5][C:6]1[S:7][CH:8]=[CH:9][CH:10]=1)[CH3:2].CC(C)([O-])C.[K+].Cl[CH2:19]/[CH:20]=[CH:21]\[CH2:22]Cl>C1COCC1>[CH2:1]([O:3][C:4]([C:5]1([C:6]2[S:7][CH:8]=[CH:9][CH:10]=2)[CH2:22][CH:21]=[CH:20][CH2:19]1)=[O:11])[CH3:2] |f:1.2|. Reported procedure: To a solution of thiophen-2-yl acetic acid ethyl ester (1) (980 mg, 5.76 mmol) in 10 ml of THF at -20° C. was added a 1M solution of potassium t-butoxide in THF (5.76 ml, 5.76 mM) over 15 minutes. After 30 minutes at -20° C., cis-1,4-dichlorobut-2-ene (0.610 ml, 5.76 mmol) was added dropwise and the reaction was warmed to room temperature. After 20 minutes the reaction was recooled to -20° C. and treated with potassium t-butoxide in THF (5.76 ml, 5.76 mM). The reaction was allowed to warm to roo...